From a dataset of the Open Reaction Database (ORD), a public repository of structured organic reaction records. describe an organic reaction: reactants, conditions, products, and yield The reactants are CC(=O)O, O=C(NC(=O)c1c(F)cccc1F)Nc1cc(Cl)c(SC(F)(F)C(F)F)cc1Cl, O, OO. Product: O=C(NC(=O)c1c(F)cccc1F)Nc1cc(Cl)c(S(=O)C(F)(F)C(F)F)cc1Cl. Reaction SMILES: [CH3:32][C:33](=[O:34])[OH:35].[F:1][c:2]1[c:3]([C:4](=[O:5])[NH:6][C:7](=[O:8])[NH:9][c:10]2[c:11]([Cl:24])[cH:12][c:13]([S:17][C:18]([CH:19]([F:20])[F:21])([F:22])[F:23])[c:14]([Cl:16])[cH:15]2)[c:25]([F:29])[cH:26][cH:27][cH:28]1.[OH2:36].[OH:30][OH:31]>>[F:1][c:2]1[c:3]([C:4](=[O:5])[NH:6][C:7](=[O:8])[NH:9][c:10]2[c:11]([Cl:24])[cH:12][c:13]([S:17]([C:18]([CH:19]([F:20])[F:21])([F:22])[F:23])=[O:30])[c:14]([Cl:16])[cH:15]2)[c:25]([F:29])[cH:26][cH:27][cH:28]1.